Dataset: the Open Reaction Database (ORD), a public repository of structured organic reaction records. Task: describe an organic reaction: reactants, conditions, products, and yield Starting materials: BrC=1N=C2C(=NC1)N(C(=C2)C)COCC[Si](C)(C)C (2-Bromo-6-methyl-5-(2-trimethylsilanyl-ethoxymethyl)-5H-pyrrolo[2,3-b]pyrazine), C(C1=CC=CC=C1)(C1=CC=CC=C1)=N (benzhydrylideneamine), C(=O)([O-])[O-].[Cs+].[Cs+] (Cs2CO3), C=1C=CC(=CC1)P(C=2C=CC=CC2)C3=CC=C4C=CC=CC4=C3C5=C6C=CC=CC6=CC=C5P(C=7C=CC=CC7)C=8C=CC=CC8 (BINAP). The reagents and catalysts are CC(=O)[O-].CC(=O)[O-].[Pd+2] (Pd(OAc)2). Run in C1CCOC1 (THF). Reaction conditions: temperature 100 celsius. Yields the product C(C1=CC=CC=C1)(C1=CC=CC=C1)=NC=1N=C2C(=NC1)N(C(=C2)C)COCC[Si](C)(C)C (benzhydrylidene-[6-methyl-5-(2-trimethylsilanyl-ethoxymethyl)-5H-pyrrolo[2,3-b]pyrazin-2-yl]-amine). Yield: 35.9%. As a reaction SMILES: Br[C:2]1[N:3]=[C:4]2[CH:10]=[C:9]([CH3:11])[N:8]([CH2:12][O:13][CH2:14][CH2:15][Si:16]([CH3:19])([CH3:18])[CH3:17])[C:5]2=[N:6][CH:7]=1.[C:20](=[NH:33])([C:27]1[CH:32]=[CH:31][CH:30]=[CH:29][CH:28]=1)[C:21]1[CH:26]=[CH:25][CH:24]=[CH:23][CH:22]=1.C([O-])([O-])=O.[Cs+].[Cs+].C1C=CC(P(C2C(C3C(P(C4C=CC=CC=4)C4C=CC=CC=4)=CC=C4C=3C=CC=C4)=C3C(C=CC=C3)=CC=2)C2C=CC=CC=2)=CC=1>C1COCC1.CC([O-])=O.CC([O-])=O.[Pd+2]>[C:20](=[N:33][C:2]1[N:3]=[C:4]2[CH:10]=[C:9]([CH3:11])[N:8]([CH2:12][O:13][CH2:14][CH2:15][Si:16]([CH3:19])([CH3:18])[CH3:17])[C:5]2=[N:6][CH:7]=1)([C:27]1[CH:28]=[CH:29][CH:30]=[CH:31][CH:32]=1)[C:21]1[CH:26]=[CH:25][CH:24]=[CH:23][CH:22]=1 |f:2.3.4,7.8.9|. Reported procedure: 2-Bromo-6-methyl-5-(2-trimethylsilanyl-ethoxymethyl)-5H-pyrrolo[2,3-b]pyrazine (0.340 g, 0.993 mmol), benzhydrylideneamine (0.18 mL, 1.09 mmol), Cs2CO3 (648 mg, 1.99 mmol), Pd(OAc)2 (22 mg, 0.099 mmol) and BINAP (62 mg, 0.099 mmol) were dissolved in THF (10 mL) and heated at 100° C. for 64 hr, cooled to RT, partitioned between EtOAc and brine. The organic layer was dried (MgSO4), filtered, concentrated, and purified by SiO2 chromatography (40 g SiO2, hexanes/EtOAc 0-35% EtOAc) to give 158 mg of ... The reactants are CC(C)(C)O, CC=C(C)C, N#Cc1cc(C=O)ccc1OCC(F)(F)F, [O-][Cl+][O-], ClCCl, [K+], [Na+], [Na+], [Na+], O, O=P([O-])(O)O, O=S([O-])OS(=O)[O-]. Yields the product N#Cc1cc(C(=O)O)ccc1OCC(F)(F)F. As a reaction SMILES: [C:41]([OH:42])([CH3:43])([CH3:44])[CH3:45].[CH3:27][C:28](=[CH:29][CH3:30])[CH3:31].[CH:1](=[O:2])[c:3]1[cH:4][cH:5][c:6]([O:11][CH2:12][C:13]([F:14])([F:15])[F:16])[c:7]([C:8]#[N:9])[cH:10]1.[Cl+:23]([O-:24])[O-:25].[Cl:47][CH2:48][Cl:49].[K+:17].[Na+:26].[Na+:39].[Na+:40].[OH2:46].[OH:18][P:19](=[O:20])([O-:21])[OH:22].[S:32]([O:33][S:34]([O-:35])=[O:36])([O-:37])=[O:38]>>[C:1](=[O:2])([c:3]1[cH:4][cH:5][c:6]([O:11][CH2:12][C:13]([F:14])([F:15])[F:16])[c:7]([C:8]#[N:9])[cH:10]1)[OH:18]. Starting materials: Cl.NO (hydroxylamine hydrochloride), C(C)(=O)[O-].[Na+] (sodium acetate), C(C1=CC=CC=C1)N1C(CC(CC1C)=O)C (1-benzyl-2,6-dimethyl-4-piperidone). The solvent is O (water), CO (methanol). Run at temperature 60 celsius, time 2 hour. The product is C(C1=CC=CC=C1)N1C(CC(CC1C)=NO)C (1-Benzyl-2,6-dimethyl-4-piperidone oxime). Isolated yield 48.6%. Reaction SMILES: [CH2:1]([N:8]1[CH:13]([CH3:14])[CH2:12][C:11](=O)[CH2:10][CH:9]1[CH3:16])[C:2]1[CH:7]=[CH:6][CH:5]=[CH:4][CH:3]=1.Cl.[NH2:18][OH:19].C([O-])(=O)C.[Na+]>CO.O>[CH2:1]([N:8]1[CH:13]([CH3:14])[CH2:12][C:11](=[N:18][OH:19])[CH2:10][CH:9]1[CH3:16])[C:2]1[CH:7]=[CH:6][CH:5]=[CH:4][CH:3]=1 |f:1.2,3.4|. Procedure: 10 g of 1-benzyl-2,6-dimethyl-4-piperidone (prepared from benzylamine and ethyl crotonate in analogy to Bull. Chem. Soc. Japan 31 (1958) 418) are dissolved in 60 ml of methanol and this solution is added dropwise to a solution of 3.8 g of hydroxylamine hydrochloride and 4.5 g of sodium acetate in 150 ml of water. The mixture is stirred at 60° C. for 2 h and cooled to 0° C., and the oxime which has separated out is filtered off with suction. Drying results in 5.2 g of the title compound. Starting materials: ClC=1C=C(C=CC1Cl)C1CC(CC2=CC=C(C=C12)OC)=O (4-(3,4-dichlorophenyl)-6-methoxy-3,4-dihydronaphthalen-2(1H)-one), Cl.CN (methylamine hydrochloride), resultant mixture, C(#N)[BH3-].[Na+] (sodium cyanoborohydride). Solvent: C1CCOC1 (THF), CO (methanol), C([O-])(O)=O.[Na+] (sodium bicarbonate). Product: ClC=1C=C(C=CC1Cl)C1CC(CC2=CC=C(C=C12)OC)NC (4-(3,4-dichlorophenyl)-6-methoxy-N-methyl-1,2,3,4-tetrahydronaphthalen-2-amine). RXN SMILES: [Cl:1][C:2]1[CH:3]=[C:4]([CH:9]2[C:18]3[C:13](=[CH:14][CH:15]=[C:16]([O:19][CH3:20])[CH:17]=3)[CH2:12][C:11](=O)[CH2:10]2)[CH:5]=[CH:6][C:7]=1[Cl:8].Cl.CN.[C:25]([BH3-])#[N:26].[Na+]>C1COCC1.CO.C(=O)(O)[O-].[Na+]>[Cl:1][C:2]1[CH:3]=[C:4]([CH:9]2[C:18]3[C:13](=[CH:14][CH:15]=[C:16]([O:19][CH3:20])[CH:17]=3)[CH2:12][CH:11]([NH:26][CH3:25])[CH2:10]2)[CH:5]=[CH:6][C:7]=1[Cl:8] |f:1.2,3.4,7.8|. Reported procedure: To a solution of the tetralone 30a in THF in methanol was added methylamine hydrochloride. After dissolution (10 min), sodium cyanoborohydride was added in a single portion. The resultant mixture was stirred at 50° C. for three hours. After cooling, the mixture was diluted with sodium bicarbonate solution and extracted with MTBE. The organic layer was evaporated to give the crude amine 32a (160 mg) as a mixture of four configurational isomers. Reactants: C(CCC)(=O)NC1=CC=C2C(=N1)N=C(N2)CCC (5-butyramido-2-propylimidazo[4,5-b]pyridine), Cl (HCl). The solvent is CO (MeOH). Run at temperature 45 celsius. Product: NC1=CC=C2C(=N1)N=C(N2)CCC (5-amino-2-propylimidazo[4,5-b]pyridine). Isolated yield 79.6%. Reaction SMILES: C([NH:6][C:7]1[N:12]=[C:11]2[N:13]=[C:14]([CH2:16][CH2:17][CH3:18])[NH:15][C:10]2=[CH:9][CH:8]=1)(=O)CCC.Cl>CO>[NH2:6][C:7]1[N:12]=[C:11]2[N:13]=[C:14]([CH2:16][CH2:17][CH3:18])[NH:15][C:10]2=[CH:9][CH:8]=1. Reported procedure: A mixture of 5-butyramido-2-propylimidazo[4,5-b]pyridine (250 mg, 1.07 mmol), MeOH (20 mL), and concentrated aqueous HCl (2 mL) was heated to 45° C. for 16 hours. Concentration and neutralization with NaHCO3 gave 150 mg of the title compound as a glass. The product is N#Cc1ccc(-n2nc(C=O)c3c2CCC3)c(C(F)(F)F)c1. Reaction SMILES: [CH3:6][O:7][CH:8]([c:9]1[n:10][n:11](-[c:17]2[c:18]([C:25]([F:26])([F:27])[F:28])[cH:19][c:20]([C:21]#[N:22])[cH:23][cH:24]2)[c:12]2[c:13]1[CH2:14][CH2:15][CH2:16]2)[O:29][CH3:30].[Cl:31][CH2:32][Cl:33].[S:1](=[O:2])(=[O:3])([OH:4])[OH:5]>>[O:7]=[CH:8][c:9]1[n:10][n:11](-[c:17]2[c:18]([C:25]([F:26])([F:27])[F:28])[cH:19][c:20]([C:21]#[N:22])[cH:23][cH:24]2)[c:12]2[c:13]1[CH2:14][CH2:15][CH2:16]2. The reactants are COC(OC)c1nn(-c2ccc(C#N)cc2C(F)(F)F)c2c1CCC2, ClCCl, O=S(=O)(O)O.